From a dataset of the Open Reaction Database (ORD), a public repository of structured organic reaction records. describe an organic reaction: reactants, conditions, products, and yield The reactants are ice, [Cl-].[Al+3].[Cl-].[Cl-] (aluminium chloride), C(C)OC(CC1CCCC2=CC(=CC=C12)OC)=O (6-methoxy-1,2,3,4-tetrahydro-1-naphthyl-acetic acid ethyl ester), C(C1=CC=CC=C1)(=O)Cl (benzoyl chloride). Run in C(Cl)Cl (methylene chloride). Reaction conditions: temperature 5 celsius, time 30 minute. Product: C(C)OC(CC1CCCC2=CC(=C(C=C12)C(C1=CC=CC=C1)=O)O)=O (6-hydroxy-7-benzoyl-1,2,3,4-tetrahydro-1-naphthylacetic acid ethyl ester). RXN SMILES: [Cl-].[Al+3].[Cl-].[Cl-].[CH2:5]([O:7][C:8](=[O:22])[CH2:9][CH:10]1[C:19]2[C:14](=[CH:15][C:16]([O:20]C)=[CH:17][CH:18]=2)[CH2:13][CH2:12][CH2:11]1)[CH3:6].[C:23](Cl)(=[O:30])[C:24]1[CH:29]=[CH:28][CH:27]=[CH:26][CH:25]=1>C(Cl)Cl>[CH2:5]([O:7][C:8](=[O:22])[CH2:9][CH:10]1[C:19]2[C:14](=[CH:15][C:16]([OH:20])=[C:17]([C:23](=[O:30])[C:24]3[CH:29]=[CH:28][CH:27]=[CH:26][CH:25]=3)[CH:18]=2)[CH2:13][CH2:12][CH2:11]1)[CH3:6] |f:0.1.2.3|. Reported procedure: 26.6 g of finely powdered aluminium chloride are added in portions to a solution of 10 g of 6-methoxy-1,2,3,4-tetrahydro-1-naphthyl-acetic acid ethyl ester in 50 ml of absolute methylene chloride whilst stirring at 5° C, and thereafter 16.9 g of benzoyl chloride are added sufficiently slowly that the reaction solution boils gently under reflux. After completion of the addition, the reaction mixture is allowed to boil for a further 30 minutes and is then allowed to cool to room temperature, after... Reactants: FeCl3, C/C(/C=O)=C\C1=CC=C(C=C1)C ((2E)-2-methyl-3-(4-methylphenyl) -2-propenal), C(OC)(OC)OC (trimethyl orthoformate). The solvent is ClCCl (dichloromethane), C(C)OCC (diethyl ether). Reaction conditions: time 1 hour. Yields the product COC1C(=CC2=CC=C(C=C12)C)C (1-methoxy-2,6-dimethyl-1H-indene). The yield is 59.0%. As a reaction SMILES: [CH3:1]/[C:2](=[CH:5]\[C:6]1[CH:11]=[CH:10][C:9]([CH3:12])=[CH:8][CH:7]=1)/[CH:3]=[O:4].[CH:13](OC)(OC)OC>ClCCl.C(OCC)C>[CH3:13][O:4][CH:3]1[C:7]2[C:6](=[CH:11][CH:10]=[C:9]([CH3:12])[CH:8]=2)[CH:5]=[C:2]1[CH3:1]. Procedure details: Anhydrous FeCl3 (2.0 g, 12.3 mmol.) was added to a solution of (2E)-2-methyl-3-(4-methylphenyl) -2-propenal (5.0 g, 31.3 mmol.) and trimethyl orthoformate (36.4 g, 34.3 mmol.) in dichloromethane (35 ml). The dark red solution was stirred for one hour, then diluted with 100 ml of diethyl ether and washed with water (3×75 ml). The organic phase was dried (MgSO4), filtered and concentrated. Kugelrohr distillation (65-80° C., 20 mTorr) yielded 3.2 g (18.4 mmol., 59% yield) of the title compound. Run at temperature 100 celsius. The yield is 87.0%. Reported procedure: 0.46 gm (0.02 gm-atom) of sodium were added to 185 gm (2.5 mols) of n-butanol. After dissolution of the sodium, the temperature was raised to 100°C, and an amount of 78.2 gm (0.5 mol) of 1,2-epoxy decane was added in drops within 30 minutes while stirring. The reaction mixture was maintained at 100°C for 4 hours. Then the excess alcohol was distilled, and by subsequent vacuum distillation at 100° to 120°C and 0.06 Torr . the 2-hydroxy-decyl-n-butyl ether was separated from the higher boiling by-... The reactants are O1CC1CCCCCCCC (1,2-epoxy decane), [Na] (sodium), C(CCC)O (n-butanol), [Na] (sodium). As a reaction SMILES: [Na].[CH2:2]([OH:6])[CH2:3][CH2:4][CH3:5].[O:7]1[CH:9]([CH2:10][CH2:11][CH2:12][CH2:13][CH2:14][CH2:15][CH2:16][CH3:17])[CH2:8]1>>[OH:7][CH:9]([CH2:10][CH2:11][CH2:12][CH2:13][CH2:14][CH2:15][CH2:16][CH3:17])[CH2:8][O:6][CH2:2][CH2:3][CH2:4][CH3:5] |^1:0|. The product is OC(COCCCC)CCCCCCCC (2-hydroxydecyl-n-butyl ether).